Dataset: the Open Reaction Database (ORD), a public repository of structured organic reaction records. Task: describe an organic reaction: reactants, conditions, products, and yield Starting materials: CC(C)(C)c1ccc(CCO)cc1, [H-], O=[N+]([O-])c1ccc2ncnc(Cl)c2c1, [Na+], C1CCOC1, O. The product is CC(C)(C)c1ccc(CCOc2ncnc3ccc([N+](=O)[O-])cc23)cc1. Reaction SMILES: [C:1]([CH3:2])([CH3:3])([CH3:4])[c:5]1[cH:6][cH:7][c:8]([CH2:11][CH2:12][OH:13])[cH:9][cH:10]1.[H-:14].[N+:16](=[O:17])([O-:18])[c:19]1[cH:20][c:21]2[c:22]([Cl:29])[n:23][cH:24][n:25][c:26]2[cH:27][cH:28]1.[Na+:15].[O:31]1[CH2:32][CH2:33][CH2:34][CH2:35]1.[OH2:30]>>[C:1]([CH3:2])([CH3:3])([CH3:4])[c:5]1[cH:6][cH:7][c:8]([CH2:11][CH2:12][O:13][c:22]2[c:21]3[cH:20][c:19]([N+:16](=[O:17])[O-:18])[cH:28][cH:27][c:26]3[n:25][cH:24][n:23]2)[cH:9][cH:10]1. The reactants are CCO, O=S(=O)(c1cnc(Cl)c(F)c1)N1CCN(c2ccc(C(O)(C(F)(F)F)C(F)(F)F)cc2)CC1, [NH4+], [OH-], O. Yields the product Nc1ncc(S(=O)(=O)N2CCN(c3ccc(C(O)(C(F)(F)F)C(F)(F)F)cc3)CC2)cc1F. Reaction SMILES: [CH3:34][CH2:35][OH:36].[Cl:1][c:2]1[c:3]([F:33])[cH:4][c:5]([S:8](=[O:9])(=[O:10])[N:11]2[CH2:12][CH2:13][N:14]([c:17]3[cH:18][cH:19][c:20]([C:23]([C:24]([F:25])([F:26])[F:27])([C:28]([F:29])([F:30])[F:31])[OH:32])[cH:21][cH:22]3)[CH2:15][CH2:16]2)[cH:6][n:7]1.[NH4+:37].[OH-:38].[OH2:39]>>[c:2]1([NH2:37])[c:3]([F:33])[cH:4][c:5]([S:8](=[O:9])(=[O:10])[N:11]2[CH2:12][CH2:13][N:14]([c:17]3[cH:18][cH:19][c:20]([C:23]([C:24]([F:25])([F:26])[F:27])([C:28]([F:29])([F:30])[F:31])[OH:32])[cH:21][cH:22]3)[CH2:15][CH2:16]2)[cH:6][n:7]1.